Dataset: the Open Reaction Database (ORD), a public repository of structured organic reaction records. Task: describe an organic reaction: reactants, conditions, products, and yield Reactants: FC(F)(F)c1cnn2c(Br)cnc2n1, O=C([O-])[O-], COCCOC, OB(O)c1ccc(F)c(-c2ccc(F)cn2)c1, [Na+], [Na+], c1ccc(P(c2ccccc2)(c2ccccc2)[Pd](P(c2ccccc2)(c2ccccc2)c2ccccc2)(P(c2ccccc2)(c2ccccc2)c2ccccc2)P(c2ccccc2)(c2ccccc2)c2ccccc2)cc1. Yields the product Fc1ccc(-c2cc(-c3cnc4nc(C(F)(F)F)cnn34)ccc2F)nc1. Reaction SMILES: [Br:18][c:19]1[cH:20][n:21][c:22]2[n:23]1[n:24][cH:25][c:26]([C:28]([F:29])([F:30])[F:31])[n:27]2.[C:32](=[O:33])([O-:34])[O-:35].[CH3:38][O:39][CH2:40][CH2:41][O:42][CH3:43].[F:1][c:2]1[c:3](-[c:11]2[n:12][cH:13][c:14]([F:17])[cH:15][cH:16]2)[cH:4][c:5]([B:8]([OH:9])[OH:10])[cH:6][cH:7]1.[Na+:36].[Na+:37].[cH:44]1[cH:45][cH:46][c:47]([P:48]([Pd:49]([P:50]([c:51]2[cH:52][cH:53][cH:54][cH:55][cH:56]2)([c:57]2[cH:58][cH:59][cH:60][cH:61][cH:62]2)[c:63]2[cH:64][cH:65][cH:66][cH:67][cH:68]2)([P:69]([c:70]2[cH:71][cH:72][cH:73][cH:74][cH:75]2)([c:76]2[cH:77][cH:78][cH:79][cH:80][cH:81]2)[c:82]2[cH:83][cH:84][cH:85][cH:86][cH:87]2)[P:88]([c:89]2[cH:90][cH:91][cH:92][cH:93][cH:94]2)([c:95]2[cH:96][cH:97][cH:98][cH:99][cH:100]2)[c:101]2[cH:102][cH:103][cH:104][cH:105][cH:106]2)([c:107]2[cH:108][cH:109][cH:110][cH:111][cH:112]2)[c:113]2[cH:114][cH:115][cH:116][cH:117][cH:118]2)[cH:119][cH:120]1>>[F:1][c:2]1[c:3](-[c:11]2[n:12][cH:13][c:14]([F:17])[cH:15][cH:16]2)[cH:4][c:5](-[c:19]2[cH:20][n:21][c:22]3[n:23]2[n:24][cH:25][c:26]([C:28]([F:29])([F:30])[F:31])[n:27]3)[cH:6][cH:7]1. Starting materials: C=CC#N, O=C1Nc2ccccc2C1(O)c1ccccc1. Product: N#CCCN1C(=O)C(O)(c2ccccc2)c2ccccc21. Reaction SMILES: [CH2:1]=[CH:2][C:3]#[N:4].[OH:5][C:6]1([c:16]2[cH:17][cH:18][cH:19][cH:20][cH:21]2)[C:7](=[O:15])[NH:8][c:9]2[cH:10][cH:11][cH:12][cH:13][c:14]21>>[CH2:1]([CH2:2][C:3]#[N:4])[N:8]1[C:7](=[O:15])[C:6]([OH:5])([c:16]2[cH:17][cH:18][cH:19][cH:20][cH:21]2)[c:14]2[c:9]1[cH:10][cH:11][cH:12][cH:13]2. Reactants: FC(C(=O)O)(F)F (trifluoroacetic acid), [Si](C)(C)(C(C)(C)C)OC=1C=C(C2=C(C(OC[C@@H](C(N[C@@H](CSC2)C(=O)OC)=O)NC(=O)OC(C)(C)C)=O)C1C)O[Si](C)(C)C(C)(C)C (tert-butyl (4R, 7S)-12,14-bis (tert-butyldimethylsilyloxy)-1,3,4,5,6,7,8,10-octahydro-4-methoxycarbonyl11-methyl-6,10-dioxo-9,2,5-benzoxathiaazacyclododecine-7carbamate). Reported procedure: To 15 ml of trifluoroacetic acid, cooled to 0° C., were added 1.07 g of tert-butyl (4R, 7S)-12,14-bis (tert-butyldimethylsilyloxy)-1,3,4,5,6,7,8,10-octahydro-4-methoxycarbonyl11-methyl-6,10-dioxo-9,2,5-benzoxathiaazacyclododecine-7carbamate. The solution was stirred at 0° C. for 30 minutes, and then the solvent was evaporated in vacuo. The residue was dissolved in 50 ml of ethyl acetate, and the solution was washed successively with saturated sodium carbonate solution and with brine. The organic... Product: N[C@@H]1C(N[C@@H](CSCC2=C(C(OC1)=O)C(=C(C=C2O[Si](C)(C)C(C)(C)C)O[Si](C)(C)C(C)(C)C)C)C(=O)OC)=O (methyl (4R, 7S)-7-amino-12,14-bis-(tert-butyldimethylsilyloxy)-1,3,4,5,6,7,8,10-octahydro-11-methyl-6,10-dioxo-9,2,5-benzooxathiaazacyclododecine-4-carboxylate). As a reaction SMILES: FC(F)(F)C(O)=O.[Si:8]([O:15][C:16]1[CH:17]=[C:18]([O:47][Si:48]([C:51]([CH3:54])([CH3:53])[CH3:52])([CH3:50])[CH3:49])[C:19]2[CH2:30][S:29][CH2:28][C@@H:27]([C:31]([O:33][CH3:34])=[O:32])[NH:26][C:25](=[O:35])[C@@H:24]([NH:36]C(OC(C)(C)C)=O)[CH2:23][O:22][C:21](=[O:44])[C:20]=2[C:45]=1[CH3:46])([C:11]([CH3:14])([CH3:13])[CH3:12])([CH3:10])[CH3:9]>>[NH2:36][C@H:24]1[CH2:23][O:22][C:21](=[O:44])[C:20]2[C:45]([CH3:46])=[C:16]([O:15][Si:8]([C:11]([CH3:12])([CH3:13])[CH3:14])([CH3:10])[CH3:9])[CH:17]=[C:18]([O:47][Si:48]([C:51]([CH3:52])([CH3:53])[CH3:54])([CH3:49])[CH3:50])[C:19]=2[CH2:30][S:29][CH2:28][C@@H:27]([C:31]([O:33][CH3:34])=[O:32])[NH:26][C:25]1=[O:35]. Yield: 77.2%. Run at temperature 0 celsius, time 30 minute. Reactants: Cl.N[C@H]1CC[C@H](CC1)N1C(NCC1)=O (cis 1-(4-aminocyclohexyl)-2-imidazolidinone monohydrochloride), C[O-].[Na+] (sodium methoxide). The solvent is CO (methanol). The product is N[C@H]1CC[C@H](CC1)N1C(NCC1)=O (cis 1-(4-aminocyclohexyl)-2-imidazolidinone). RXN SMILES: Cl.[NH2:2][C@@H:3]1[CH2:8][CH2:7][C@H:6]([N:9]2[CH2:13][CH2:12][NH:11][C:10]2=[O:14])[CH2:5][CH2:4]1.C[O-].[Na+]>CO>[NH2:2][C@@H:3]1[CH2:4][CH2:5][C@H:6]([N:9]2[CH2:13][CH2:12][NH:11][C:10]2=[O:14])[CH2:7][CH2:8]1 |f:0.1,2.3|. Procedure details: A solution of 630 g of the cis 1-(4-aminocyclohexyl)-2-imidazolidinone monohydrochloride and 155 g of sodium methoxide in 6000 ml of anhydrous methanol is stirred at room temperature under an atmosphere of nitrogen for about 24 hours. The reaction mixture is cooled in an ice bath and the sodium chloride filtered off. The methanol filtrate is concentrated to dryness in vacuo. The residue is dissolved in 1700 ml of dichloromethane with heating. The mixture is cooled in an ice bath and filtered thr... The reactants are COC(=O)c1ccc2c(C3CCCCC3)c3n(c2c1)CC(OCCN(C)CCCS(=O)(=O)NCc1ccccc1)COc1ccccc1-3, CO, [Na+], [OH-]. The product is CN(CCCS(=O)(=O)NCc1ccccc1)CCOC1COc2ccccc2-c2c(C3CCCCC3)c3ccc(C(=O)O)cc3n2C1. RXN SMILES: [CH3:3][O:4][C:5](=[O:6])[c:7]1[cH:8][cH:9][c:10]2[c:11]([CH:45]3[CH2:46][CH2:47][CH2:48][CH2:49][CH2:50]3)[c:12]3[n:13]([c:43]2[cH:44]1)[CH2:14][CH:15]([O:24][CH2:25][CH2:26][N:27]([CH3:28])[CH2:29][CH2:30][CH2:31][S:32](=[O:33])(=[O:34])[NH:35][CH2:36][c:37]1[cH:38][cH:39][cH:40][cH:41][cH:42]1)[CH2:16][O:17][c:18]1[c:19]-3[cH:20][cH:21][cH:22][cH:23]1.[CH3:51][OH:52].[Na+:2].[OH-:1]>>[O:4]=[C:5]([OH:6])[c:7]1[cH:8][cH:9][c:10]2[c:11]([CH:45]3[CH2:46][CH2:47][CH2:48][CH2:49][CH2:50]3)[c:12]3[n:13]([c:43]2[cH:44]1)[CH2:14][CH:15]([O:24][CH2:25][CH2:26][N:27]([CH3:28])[CH2:29][CH2:30][CH2:31][S:32](=[O:33])(=[O:34])[NH:35][CH2:36][c:37]1[cH:38][cH:39][cH:40][cH:41][cH:42]1)[CH2:16][O:17][c:18]1[c:19]-3[cH:20][cH:21][cH:22][cH:23]1.